Task: describe an organic reaction: reactants, conditions, products, and yield. Dataset: the Open Reaction Database (ORD), a public repository of structured organic reaction records Starting materials: Fe(OAc)2, Rh, FC1=CC(=C(C=C1)C/C=N/NC(=O)N)[N+](=O)[O-] ((1E)-(4-fluoro-2-nitrophenyl)ethanal semicarbazone). The reagents and catalysts are [Rh] (Rh/C). Solvent: C1(=CC=CC=C1)C (toluene), C1CCOC1 (THF). Conditions: time 2 day. Yields the product FC1=CC=C2C=CNC2=C1 (6-Fluoro-1H-indole). Isolated yield 86.8%. RXN SMILES: [F:1][C:2]1[CH:7]=[CH:6][C:5]([CH2:8]/[CH:9]=N/NC(N)=O)=[C:4]([N+:15]([O-])=O)[CH:3]=1>C1COCC1.C1(C)C=CC=CC=1.[Rh]>[F:1][C:2]1[CH:3]=[C:4]2[C:5]([CH:8]=[CH:9][NH:15]2)=[CH:6][CH:7]=1. Procedure details: To a stirred suspension of (1E)-(4-fluoro-2-nitrophenyl)ethanal semicarbazone (27.0 g, 0.110 mol) in THF (750 mL) in a 1 L bomb was added Rh/C %; 3.5 g, 0.002 mol Rh) slurried in toluene and Fe(OAc)2 (2.9 g, 0.017 mol). The bomb was charged with H2 to 50 atm and stirred at room temperature for 2 days. The reaction mixture was filtered through celite, washing with MeOH (150 mL). The filtrate was concentrated to give a black oil that was partitioned between DCM (500 mL) and water (300 mL). The lay... The reactants are COC1=CC(=C(C=C1)C1C(C(C2=CC=C(C=C12)OCCC)C1=CC2=C(C=C1)OCO2)C(=O)OC)OS(=O)(=O)C(F)(F)F (Methyl(1RS,2SR,3RS)-3-(4-methoxy-2-trifluoromethanesulfonyloxyphenyl)-1-(3,4-methylenedioxyphenyl)-5-(prop-1-yloxy)indane-2-carboxylate), [Cl-].[Li+] (lithium chloride), tetrakis(tri-phenylphosphine)palladium(0), ethyl 3-[tri-(butyl-1-yl)stannyl]benzoate. Run in CN(C=O)C (dimethylformamide). The product is C(CCC)C1=C(C=CC(=C1)OC)C1C(C(C2=CC=C(C=C12)OCCC)C1=CC2=C(C=C1)OCO2)C(=O)OC (methyl(1RS,2SR,3SR)-3-[2-(but-1-yl)-4-methoxyphenyl)-1-(3,4-methylenedioxyphenyl)-5-(prop-1-yloxy)indane-2-carboxylate). Isolated yield 77.4%. Reaction SMILES: [CH3:1][O:2][C:3]1[CH:8]=[CH:7][C:6]([CH:9]2[C:17]3[C:12](=[CH:13][CH:14]=[C:15]([O:18][CH2:19][CH2:20][CH3:21])[CH:16]=3)[CH:11]([C:22]3[CH:27]=[CH:26][C:25]4[O:28][CH2:29][O:30][C:24]=4[CH:23]=3)[CH:10]2[C:31]([O:33][CH3:34])=[O:32])=[C:5](OS(C(F)(F)F)(=O)=O)[CH:4]=1.[Cl-].[Li+]>CN(C)C=O>[CH2:8]([C:5]1[CH:4]=[C:3]([O:2][CH3:1])[CH:8]=[CH:7][C:6]=1[CH:9]1[C:17]2[C:12](=[CH:13][CH:14]=[C:15]([O:18][CH2:19][CH2:20][CH3:21])[CH:16]=2)[CH:11]([C:22]2[CH:27]=[CH:26][C:25]3[O:28][CH2:29][O:30][C:24]=3[CH:23]=2)[CH:10]1[C:31]([O:33][CH3:34])=[O:32])[CH2:3][CH2:4][CH3:5] |f:1.2|. Procedure: Methyl(1RS,2SR,3RS)-3-(4-methoxy-2-trifluoromethanesulfonyloxyphenyl)-1-(3,4-methylenedioxyphenyl)-5-(prop-1-yloxy)indane-2-carboxylate (0.118 g, 0.19 mmol), lithium chloride (0.058 g, 1.37 mmol), tetrakis(tri-phenylphosphine)palladium(0) (0.018 g, 0.016 mmol) and ethyl 3-[tri-(butyl-1-yl)stannyl]benzoate (0.253 g, 0.58 mmol) were mixed in dry dimethylformamide (5 ml) and refluxed for 24 h. The product was filtered through celite and the celite washed with ethyl acetate. The combined filtrate wa... Reactants: COCCOC, CCOC(=O)CCc1ccn(CCN(C)C)c(=O)c1, CCOC=O, [H-], [Na+]. Yields the product CCOC(=O)C(C=O)Cc1ccn(CCN(C)C)c(=O)c1. Reaction SMILES: [CH2:27]([CH2:28][O:29][CH3:30])[O:31][CH3:32].[CH3:3][N:4]([CH2:5][CH2:6][n:7]1[c:8](=[O:20])[cH:9][c:10]([CH2:13][CH2:14][C:15](=[O:16])[O:17][CH2:18][CH3:19])[cH:11][cH:12]1)[CH3:21].[CH:22](=[O:23])[O:24][CH2:25][CH3:26].[H-:1].[Na+:2]>>[CH3:3][N:4]([CH2:5][CH2:6][n:7]1[c:8](=[O:20])[cH:9][c:10]([CH2:13][CH:14]([C:15](=[O:16])[O:17][CH2:18][CH3:19])[CH:22]=[O:23])[cH:11][cH:12]1)[CH3:21]. Starting materials: ClC=1N=CC2=C(N1)N(C(=C2)C(=O)N(C)C)C2CCCCCC2 (2-chloro-7-cycloheptyl-N,N-dimethyl-7H-pyrrolo[2,3-d]pyrimidine-6-carboxamide), NC1=CC=C(C=N1)N1C[C@H]2[C@@H](CC1=O)CN(C2)C(=O)OC(C)(C)C (cis-tert-butyl 5-(6-aminopyridin-3-yl)-6-oxohexahydro-1H-pyrrolo[3,4-c]pyridine-2(3H)-carboxylate). Product: C1(CCCCCC1)N1C(=CC2=C1N=C(N=C2)NC2=NC=C(C=C2)N2C[C@H]1[C@@H](CC2=O)CNC1)C(=O)N(C)C (7-cycloheptyl-N,N-dimethyl-2-(5-(cis-6-oxotetrahydro-1H-pyrrolo[3,4-c]pyridin-5(6H,7H,7aH)-yl)pyridin-2-ylamino)-7H-pyrrolo[2,3-d]pyrimidine-6-carboxamide). The yield is 86.0%. As a reaction SMILES: Cl[C:2]1[N:3]=[CH:4][C:5]2[CH:10]=[C:9]([C:11]([N:13]([CH3:15])[CH3:14])=[O:12])[N:8]([CH:16]3[CH2:22][CH2:21][CH2:20][CH2:19][CH2:18][CH2:17]3)[C:6]=2[N:7]=1.[NH2:23][C:24]1[N:29]=[CH:28][C:27]([N:30]2[C:35](=[O:36])[CH2:34][C@H:33]3[CH2:37][N:38](C(OC(C)(C)C)=O)[CH2:39][C@H:32]3[CH2:31]2)=[CH:26][CH:25]=1>>[CH:16]1([N:8]2[C:6]3[N:7]=[C:2]([NH:23][C:24]4[CH:25]=[CH:26][C:27]([N:30]5[C:35](=[O:36])[CH2:34][C@H:33]6[CH2:37][NH:38][CH2:39][C@H:32]6[CH2:31]5)=[CH:28][N:29]=4)[N:3]=[CH:4][C:5]=3[CH:10]=[C:9]2[C:11]([N:13]([CH3:15])[CH3:14])=[O:12])[CH2:22][CH2:21][CH2:20][CH2:19][CH2:18][CH2:17]1. Procedure details: Following general N—C coupling procedure 1, 2-chloro-7-cycloheptyl-N,N-dimethyl-7H-pyrrolo[2,3-d]pyrimidine-6-carboxamide and cis-tert-butyl 5-(6-aminopyridin-3-yl)-6-oxohexahydro-1H-pyrrolo[3,4-c]pyridine-2(3H)-carboxylate were combined and gave after purification cis-tert-butyl 5-(6-(7-cycloheptyl-6-(dimethylcarbamoyl)-7H-pyrrolo[2,3-d]pyrimidin-2-ylamino)pyridin-3-yl)-6-oxohexahydro-1H-pyrrolo[3,4-c]pyridine-2(3H)-carboxylate (85 mg) in 86% yield. 1H NMR (400 MHz, CDCl3) δ ppm 8.77 (s, 1H), 8... Reactants: C(C)(C)(C)OC(=O)N1[C@@H](C[C@H](C1)OS(=O)(=O)C)COC ((2S,4R)-1-(tert-butoxycarbonyl)-4-methanesulfonyloxy-2-methoxymethylpyrrolidine), [C-]#N.[Na+] (sodium cyanide), O (water), C(C)(=O)OCC (ethyl acetate). Solvent: CS(=O)C (dimethyl sulfoxide). Product: C(C)(C)(C)OC(=O)N1[C@@H](C[C@@H](C1)C#N)COC ((2S,4S)-1-(tert-butoxycarbonyl)-4-cyano-2-methoxymethylpyrrolidine). Yield: 97.5%. RXN SMILES: [C:1]([O:5][C:6]([N:8]1[CH2:12][C@H:11](OS(C)(=O)=O)[CH2:10][C@H:9]1[CH2:18][O:19][CH3:20])=[O:7])([CH3:4])([CH3:3])[CH3:2].[C-:21]#[N:22].[Na+].O.C(OCC)(=O)C>CS(C)=O>[C:1]([O:5][C:6]([N:8]1[CH2:12][C@@H:11]([C:21]#[N:22])[CH2:10][C@H:9]1[CH2:18][O:19][CH3:20])=[O:7])([CH3:4])([CH3:3])[CH3:2] |f:1.2|. Procedure details: A solution of (2S,4R)-1-(tert-butoxycarbonyl)-4-methanesulfonyloxy-2-methoxymethylpyrrolidine (3.3 g) and sodium cyanide (1.75 g) in dimethyl sulfoxide (35 ml) was heated for three hours and forty minutes at 92° C. The reaction mixture was poured into a mixture of water (100 ml) and ethyl acetate (100 ml). The organic layer was separated, washed with brine, and dried over magnesium sulfate. Evaporation of the solvent gave an oil, which was chromatographed on silica gel (200 ml) eluting with a mi... Reactants: FC=1C2=C(C=C3CC4(C(NC(NC4=O)=O)=O)[C@@H]4N(C13)C[C@H](O[C@H]4C)C)C(=NO2)C2=NC(=NC=C2)S(=O)(=O)C ((2R,4S,4aS)-11-fluoro-2,4-dimethyl-8-(2-(methylsulfonyl)pyrimidin-4-yl)-2,4,4a,6-tetrahydro-1H,1′H-spiro[isoxazolo[4,5-g][1,4]oxazino[4,3-a]quinoline-5,5′-pyrimidine]-2′,4′,6′(3′H)-trione), C[Si]([O-])(C)C.[K+] (potassium trimethylsilanolate). Yields the product FC=1C2=C(C=C3CC4(C(NC(NC4=O)=O)=O)[C@@H]4N(C13)C[C@H](O[C@H]4C)C)C(=NO2)C2=NC(=NC=C2)O ((2R,4S,4aS)-11-fluoro-8-(2-hydroxypyrimidin-4-yl)-2,4-dimethyl-1,2,4,4a-tetrahydro-2′H,6H-spiro[isoxazolo[4,5-g][1,4]oxazino[4,3-a]quinoline-5,5′-pyrimidine]-2′,4′,6′(1′H,3′H)-trione). RXN SMILES: [F:1][C:2]1[C:3]2[O:28][N:27]=[C:26]([C:29]3[CH:34]=[CH:33][N:32]=[C:31](S(C)(=O)=O)[N:30]=3)[C:4]=2[CH:5]=[C:6]2[C:19]=1[N:18]1[CH2:20][C@@H:21]([CH3:25])[O:22][C@@H:23]([CH3:24])[C@@H:17]1[C:8]1([C:13](=[O:14])[NH:12][C:11](=[O:15])[NH:10][C:9]1=[O:16])[CH2:7]2.C[Si](C)(C)[O-:41].[K+]>>[F:1][C:2]1[C:3]2[O:28][N:27]=[C:26]([C:29]3[CH:34]=[CH:33][N:32]=[C:31]([OH:41])[N:30]=3)[C:4]=2[CH:5]=[C:6]2[C:19]=1[N:18]1[CH2:20][C@@H:21]([CH3:25])[O:22][C@@H:23]([CH3:24])[C@@H:17]1[C:8]1([C:13](=[O:14])[NH:12][C:11](=[O:15])[NH:10][C:9]1=[O:16])[CH2:7]2 |f:1.2|. Procedure: Starting materials: (2R,4S,4aS)-11-fluoro-2,4-dimethyl-8-(2-(methylsulfonyl)pyrimidin-4-yl)-2,4,4a,6-tetrahydro-1H,1′H-spiro[isoxazolo[4,5-g][1,4]oxazino[4,3-a]quinoline-5,5′-pyrimidine]-2′,4′,6′(3′H)-trione (Example 169) and potassium trimethylsilanolate.